From a dataset of the Open Reaction Database (ORD), a public repository of structured organic reaction records. describe an organic reaction: reactants, conditions, products, and yield Starting materials: COC(=O)C(Cc1ccc2[nH]c(=O)[nH]c2c1)N(Cc1ccccc1)C(=O)[O-], CO, [H][H]. Product: COC(=O)C(N)Cc1ccc2[nH]c(=O)[nH]c2c1. As a reaction SMILES: [CH2:1]([c:5]1[cH:6][cH:7][cH:9][cH:10][cH:11]1)[N:8]([C:2](=[O:3])[O-:4])[CH:12]([CH2:13][c:14]1[cH:15][cH:16][c:17]2[c:18]([nH:19][c:20](=[O:22])[nH:21]2)[cH:23]1)[C:24](=[O:25])[O:26][CH3:27].[CH3:30][OH:31].[H:28][H:29]>>[NH2:8][CH:12]([CH2:13][c:14]1[cH:15][cH:16][c:17]2[c:18]([nH:19][c:20](=[O:22])[nH:21]2)[cH:23]1)[C:24](=[O:25])[O:26][CH3:27]. Starting materials: ClC=1C=C(C(=O)OO)C=CC1 (m-Chloroperoxybenzoic acid), N12C[C@H](C(CC1)CC2)N2C(C1=C(N(C=3C=CC=CC13)C)C=C2)=O ((S)-2-(1-azabicyclo[2.2.2]oct-3-yl)1,2-dihydro-5-methyl-1-oxopyrido[4,3-b]indole). The solvent is ClCCl (dichloromethane). Reaction conditions: temperature 0 celsius, time 0.5 hour. Product: N12CC(C(CC1)CC2)[N@@+]2(C(C1=C(N(C=3C=CC=CC13)C)C=C2)=O)[O-] ((S)-2-(1-azabicyclo[2.2.2]oct-3-yl)-1,2-dihydro-5-methyl-1-oxopyrido[4,3-b]indole N-oxide). Isolated yield 40.0%. As a reaction SMILES: ClC1C=C(C=CC=1)C(OO)=[O:6].[N:12]12[CH2:19][CH2:18][CH:15]([CH2:16][CH2:17]1)[C@H:14]([N:20]1[CH:33]=[CH:32][C:23]3[N:24]([CH3:31])[C:25]4[CH:26]=[CH:27][CH:28]=[CH:29][C:30]=4[C:22]=3[C:21]1=[O:34])[CH2:13]2>ClCCl>[N:12]12[CH2:17][CH2:16][CH:15]([CH2:18][CH2:19]1)[CH:14]([N@@+:20]1([O-:6])[CH:33]=[CH:32][C:23]3[N:24]([CH3:31])[C:25]4[CH:26]=[CH:27][CH:28]=[CH:29][C:30]=4[C:22]=3[C:21]1=[O:34])[CH2:13]2. Procedure: m-Chloroperoxybenzoic acid (1.2 g, 7.0 mmol) was added in small portions at 0° C. to a solution of (S)-2-(1-azabicyclo[2.2.2]oct-3-yl)1,2-dihydro-5-methyl-1-oxopyrido[4,3-b]indole (1.8 g, 5.8 mmol), from Example 3, in dichloromethane (50 mL). The reaction mixture was stirred for additional 0.5 hour at 0° C. The solvent was removed under reduced pressure and the residue was purified by column chromatography (10% methanol in dichloromethane and 1% ammonium hydroxide) to afford 0.75 g (62% yield) o... The reactants are C(C1=CC=CC=C1)N1N=CC(=C1)C=1C=C(C(=NC1)OC)[N+](=O)[O-] (5-(1-benzyl-1H-pyrazol-4-yl)-2-methoxy-3-nitropyridine), hexanes diethyl ether. Reagents/catalysts: [Zn] (zinc). Solvent: C(C)(=O)O (acetic acid), C(C)(=O)O (acetic acid). Run at time 1.5 hour. Yields the product C(C1=CC=CC=C1)N1N=CC(=C1)C=1C=C(C(=NC1)OC)N (5-(1-Benzyl-1H-pyrazol-4-yl)-2-methoxypyridin-3-amine). Isolated yield 73.7%. As a reaction SMILES: [CH2:1]([N:8]1[CH:12]=[C:11]([C:13]2[CH:14]=[C:15]([N+:21]([O-])=O)[C:16]([O:19][CH3:20])=[N:17][CH:18]=2)[CH:10]=[N:9]1)[C:2]1[CH:7]=[CH:6][CH:5]=[CH:4][CH:3]=1>C(O)(=O)C.[Zn]>[CH2:1]([N:8]1[CH:12]=[C:11]([C:13]2[CH:14]=[C:15]([NH2:21])[C:16]([O:19][CH3:20])=[N:17][CH:18]=2)[CH:10]=[N:9]1)[C:2]1[CH:3]=[CH:4][CH:5]=[CH:6][CH:7]=1. Procedure: A suspension of 5-(1-benzyl-1H-pyrazol-4-yl)-2-methoxy-3-nitropyridine (Preparation 8a, 3.5 g, 11.28 mmol) in acetic acid (50 mL) was added to a cooled (10° C.) suspension of zinc (3.67 g, 56.25 g) in acetic acid (50 mL) and the resulting mixture was stirred at ambient temperature for 1.5 hours. The mixture was filtered and the solid washed with methylene chloride (50 mL). The combined filtrate and washings were evaporated and the residue was purified by flash chromatography (20-40% ethyl acetat... The reactants are CN(C)C=C1C(=O)Nc2ccc3ncsc3c21, CO, Cl, CC(C)(CO)CNS(=O)(=O)Cc1ccc([N+](=O)[O-])cc1. The product is CC(C)(CO)CNS(=O)(=O)Cc1ccc(NC=C2C(=O)Nc3ccc4ncsc4c32)cc1. As a reaction SMILES: [CH3:22][N:23]([CH3:24])[CH:25]=[C:26]1[C:27](=[O:38])[NH:28][c:29]2[cH:30][cH:31][c:32]3[n:33][cH:34][s:35][c:36]3[c:37]21.[CH3:39][OH:40].[ClH:21].[OH:1][CH2:2][C:3]([CH2:4][NH:5][S:6](=[O:7])(=[O:8])[CH2:9][c:10]1[cH:11][cH:12][c:13]([N+:16]([O-:17])=[O:18])[cH:14][cH:15]1)([CH3:19])[CH3:20]>>[OH:1][CH2:2][C:3]([CH2:4][NH:5][S:6](=[O:7])(=[O:8])[CH2:9][c:10]1[cH:11][cH:12][c:13]([NH:16][CH:25]=[C:26]2[C:27](=[O:38])[NH:28][c:29]3[cH:30][cH:31][c:32]4[n:33][cH:34][s:35][c:36]4[c:37]32)[cH:14][cH:15]1)([CH3:19])[CH3:20]. Reactants: CCC(c1cccc(O)c1)C(C)CN(C)C, CC(C)OC(C)C, ClCCl, Cl. The product is CCC(c1cccc(O)c1)C(C)CN(C)C, Cl. RXN SMILES: [CH3:1][N:2]([CH2:3][CH:4]([CH:5]([CH2:6][CH3:7])[c:8]1[cH:9][c:10]([OH:14])[cH:11][cH:12][cH:13]1)[CH3:15])[CH3:16].[CH:21]([O:22][CH:23]([CH3:24])[CH3:25])([CH3:26])[CH3:27].[Cl:17][CH2:18][Cl:19].[ClH:20]>>[CH3:1][N:2]([CH2:3][CH:4]([CH:5]([CH2:6][CH3:7])[c:8]1[cH:9][c:10]([OH:14])[cH:11][cH:12][cH:13]1)[CH3:15])[CH3:16].[ClH:17]. Starting materials: intermediate 17, IC (iodomethane), [Li]CCCC (n-BuLi), CC1=C(C=2C(N[C@H](C3=C(C2S1)C(=NO3)C)CC(=O)OC(C)(C)C)=O)C (tert-butyl 2-((6S)-2,3,9-trimethyl-4-oxo-5,6-dihydro-4H-isoxazolo[4,5-e]thieno[3,2-c]azepin-6-yl)acetate), C(C)(C)NC(C)C (diisopropylamine). Run in C1CCOC1 (THF). Reaction conditions: temperature 0 celsius, time 10 minute. Yields the product CC1=C(C=2C(N[C@H](C3=C(C2S1)C(=NO3)C)[C@H](C(=O)OC(C)(C)C)C)=O)C ((2R)-tert-butyl 2-((6S)-2,3,9-trimethyl-4-oxo-5,6-dihydro-4H-isoxazolo[4,5-e]thieno[3,2-c]azepin-6-yl)propanoate). Yield: 16.6%. Reaction SMILES: [CH:1](NC(C)C)(C)C.[Li]CCCC.[CH3:13][C:14]1[S:23][C:22]2[C:21]3[C:24]([CH3:27])=[N:25][O:26][C:20]=3[C@H:19]([CH2:28][C:29]([O:31][C:32]([CH3:35])([CH3:34])[CH3:33])=[O:30])[NH:18][C:17](=[O:36])[C:16]=2[C:15]=1[CH3:37].IC>C1COCC1>[CH3:13][C:14]1[S:23][C:22]2[C:21]3[C:24]([CH3:27])=[N:25][O:26][C:20]=3[C@H:19]([C@@H:28]([CH3:1])[C:29]([O:31][C:32]([CH3:33])([CH3:34])[CH3:35])=[O:30])[NH:18][C:17](=[O:36])[C:16]=2[C:15]=1[CH3:37]. Procedure: To a round bottomed flask was added THF (50 mL) and diisopropylamine (1.29 mL, 9.10 mmol) before the solution was cooled to 0° C. To this solution was added n-BuLi (3.62 mL, 8.69 mmol) and the reaction was stirred at 0° C. for 10 min before cooling to −78° C. and addition of tert-butyl 2-((6S)-2,3,9-trimethyl-4-oxo-5,6-dihydro-4H-isoxazolo[4,5-e]thieno[3,2-c]azepin-6-yl)acetate (1.5 g, 4.14 mmol), a form of intermediate 17, prepared according to Example 14. The solution was stirred at −78° C. fo... The reactants are COc1ccc(Br)cn1, O=C(CNc1ncnc2ccc(C(F)(F)F)cc12)NC1CNC1, O=C1CCC2(CC1)OCCO2, COc1ccc(C2(O)CCC(=O)CC2)cn1. The product is COc1ccc(C2(O)CCC(N3CC(NC(=O)CNc4ncnc5ccc(C(F)(F)F)cc45)C3)CC2)cn1. As a reaction SMILES: [Br:17][c:18]1[cH:19][cH:20][c:21]([O:22][CH3:23])[n:24][cH:25]1.[NH:37]1[CH2:38][CH:39]([NH:41][C:42]([CH2:43][NH:44][c:45]2[n:46][cH:47][n:48][c:49]3[cH:50][cH:51][c:52]([C:55]([F:56])([F:57])[F:58])[cH:53][c:54]23)=[O:59])[CH2:40]1.[O:26]1[C:27]2([CH2:28][CH2:29][C:30](=[O:31])[CH2:32][CH2:33]2)[O:34][CH2:35][CH2:36]1.[OH:1][C:2]1([c:9]2[cH:10][n:11][c:12]([O:15][CH3:16])[cH:13][cH:14]2)[CH2:3][CH2:4][C:5](=[O:8])[CH2:6][CH2:7]1>>[OH:1][C:2]1([c:9]2[cH:10][n:11][c:12]([O:15][CH3:16])[cH:13][cH:14]2)[CH2:3][CH2:4][CH:5]([N:37]2[CH2:38][CH:39]([NH:41][C:42]([CH2:43][NH:44][c:45]3[n:46][cH:47][n:48][c:49]4[cH:50][cH:51][c:52]([C:55]([F:56])([F:57])[F:58])[cH:53][c:54]34)=[O:59])[CH2:40]2)[CH2:6][CH2:7]1. The reactants are Cc1nc(NCC(NS(=O)(=O)c2cccc3ccccc23)C(=O)OC(C)(C)C)c2ccn(CCCC(=O)NC3=NCCCN3)c2n1, ClCCl, O=C(O)C(F)(F)F. Yields the product Cc1nc(NCC(NS(=O)(=O)c2cccc3ccccc23)C(=O)O)c2ccn(CCCC(=O)NC3=NCCCN3)c2n1. Reaction SMILES: [C:8]([CH3:9])([CH3:10])([CH3:11])[O:12][C:13]([CH:14]([CH2:15][NH:16][c:17]1[c:18]2[c:19]([n:20][c:21]([CH3:23])[n:22]1)[n:24]([CH2:27][CH2:28][CH2:29][C:30]([NH:31][C:32]1=[N:37][CH2:36][CH2:35][CH2:34][NH:33]1)=[O:38])[cH:25][cH:26]2)[NH:39][S:40](=[O:41])(=[O:42])[c:43]1[cH:44][cH:45][cH:46][c:47]2[cH:48][cH:49][cH:50][cH:51][c:52]12)=[O:53].[Cl:54][CH2:55][Cl:56].[F:1][C:2]([F:3])([F:4])[C:5]([OH:6])=[O:7]>>[O:12]=[C:13]([CH:14]([CH2:15][NH:16][c:17]1[c:18]2[c:19]([n:20][c:21]([CH3:23])[n:22]1)[n:24]([CH2:27][CH2:28][CH2:29][C:30]([NH:31][C:32]1=[N:37][CH2:36][CH2:35][CH2:34][NH:33]1)=[O:38])[cH:25][cH:26]2)[NH:39][S:40](=[O:41])(=[O:42])[c:43]1[cH:44][cH:45][cH:46][c:47]2[cH:48][cH:49][cH:50][cH:51][c:52]12)[OH:53].